This data is from the Open Reaction Database (ORD), a public repository of structured organic reaction records. The task is: describe an organic reaction: reactants, conditions, products, and yield Reactants: ClC1=C(C=C(C#N)C=C1)[N+](=O)[O-] (4-chloro-3-nitrobenzonitrile), aqueous solution, P (phosphine), [OH-].[Na+] (NaOH), C=1(C(=CC=CC1)C)C (xylene). Reagents/catalysts: Cl[Pd]Cl (PdCl2). Solvent: O (H2O). Product: ClC1=C(C=C(C#N)C=C1)N (4-chloro-3-aminobenzonitrile). Reaction SMILES: [Cl:1][C:2]1[CH:9]=[CH:8][C:5]([C:6]#[N:7])=[CH:4][C:3]=1[N+:10]([O-])=O.C1(C)C(C)=CC=CC=1.P.[OH-].[Na+]>Cl[Pd]Cl.O>[Cl:1][C:2]1[CH:9]=[CH:8][C:5]([C:6]#[N:7])=[CH:4][C:3]=1[NH2:10] |f:3.4|. Procedure: A degassed solution of 40 mmol of 4-chloro-3-nitrobenzonitrile (starting material) and 40 ml of xylene are placed in an autoclave (volume: 200 ml).2.5 mmol of BINAS (in the form of 14.4 g of an aqueous solution containing 0.173 mol of BINAS/kg of solution) as phosphine and 2.4 g (60 mmol) of NaOH, 23.8 ml of H2O and 1.0 mmol of PdCl2 are added. The pH isfrom 10.5 to 11.0. The reactants are B(F)(F)F.CCOCC (Boron trifluoride diethyl etherate), C(=O)(OCC1=CC=CC=C1)NC(C)C(=O)O (N-carbobenzoxy-dl-alanine), COC(C1=CC=CC=C1)OC (benzaldehyde dimethyl acetal). The solvent is C(C)OCC (diethyl ether). Run at time 4 day. Product: CC1N(C(OC1=O)C1=CC=CC=C1)C(=O)OCC1=CC=CC=C1 (benzyl 4-methyl-5-oxo-2-phenyl-1,3-oxazolidine-3-carboxylate). RXN SMILES: B(F)(F)F.CCOCC.[C:10]([NH:20][CH:21]([C:23]([OH:25])=[O:24])[CH3:22])([O:12][CH2:13][C:14]1[CH:19]=[CH:18][CH:17]=[CH:16][CH:15]=1)=[O:11].CO[CH:28](OC)[C:29]1[CH:34]=[CH:33][CH:32]=[CH:31][CH:30]=1>C(OCC)C>[CH3:22][CH:21]1[C:23](=[O:25])[O:24][CH:28]([C:29]2[CH:34]=[CH:33][CH:32]=[CH:31][CH:30]=2)[N:20]1[C:10]([O:12][CH2:13][C:14]1[CH:19]=[CH:18][CH:17]=[CH:16][CH:15]=1)=[O:11] |f:0.1|. Procedure: Boron trifluoride diethyl etherate (12.56 mL, 100 mmol) was added to a −78° C. solution of N-carbobenzoxy-dl-alanine (4.47 g, 20 mmol) and benzaldehyde dimethyl acetal (2.97 mL, 19.8 mmol) in diethyl ether (100 mL). After stirring at ambient temperature for 4 days, the reaction mixture was recooled to 0° C., quenched with saturated aqueous sodium bicarbonate and extracted with diethyl ether. The combined organic extracts were dried (sodium sulfate) and concentrated in vacuo. Chromatography over ... The reactants are CC(C)(C)c1ccc(C=CC(=O)O)cn1, Cl, CS(=O)(=O)Nc1ccc(CN)cc1Cl. The product is CC(C)(C)c1ccc(C=CC(=O)NCc2ccc(NS(C)(=O)=O)c(Cl)c2)cn1. As a reaction SMILES: [C:16]([CH3:17])([CH3:18])([CH3:19])[c:20]1[cH:21][cH:22][c:23]([CH:26]=[CH:27][C:28](=[O:29])[OH:30])[cH:24][n:25]1.[ClH:15].[NH2:1][CH2:2][c:3]1[cH:4][c:5]([Cl:14])[c:6]([NH:9][S:10](=[O:11])(=[O:12])[CH3:13])[cH:7][cH:8]1>>[NH:1]([CH2:2][c:3]1[cH:4][c:5]([Cl:14])[c:6]([NH:9][S:10](=[O:11])(=[O:12])[CH3:13])[cH:7][cH:8]1)[C:28]([CH:27]=[CH:26][c:23]1[cH:22][cH:21][c:20]([C:16]([CH3:17])([CH3:18])[CH3:19])[n:25][cH:24]1)=[O:29]. Starting materials: O=C1CCOc2c(Br)cc(Br)cc21, CCOC(C)=O, CC#N, Cc1ccc(C(C)C)c(Cl)c1Cl, [Ru+2]. Yields the product OC1CCOc2c(Br)cc(Br)cc21. Reaction SMILES: [Br:1][c:2]1[cH:3][c:4]2[c:9]([c:10]([Br:12])[cH:11]1)[O:8][CH2:7][CH2:6][C:5]2=[O:13].[CH2:17]([O:18][C:19](=[O:20])[CH3:21])[CH3:22].[CH3:14][C:15]#[N:16].[Cl:24][c:25]1[c:26]([Cl:27])[c:28]([CH:29]([CH3:30])[CH3:31])[cH:32][cH:33][c:34]1[CH3:35].[Ru+2:23]>>[Br:1][c:2]1[cH:3][c:4]2[c:9]([c:10]([Br:12])[cH:11]1)[O:8][CH2:7][CH2:6][CH:5]2[OH:13].